Dataset: the Open Reaction Database (ORD), a public repository of structured organic reaction records. Task: describe an organic reaction: reactants, conditions, products, and yield The reactants are S(=O)(=O)(C)O (MsOH), ClC=1C=C(C=C(C1)OC)SCC(CC(=O)OC)=O (methyl 4-((3-chloro-5-methoxyphenyl)sulfanyl)-3-oxobutanoate), ice water. Run at time 15 minute. The product is ClC1=CC(=CC2=C1C(=CS2)CC(=O)OC)OC (methyl (4-chloro-6-methoxy-1-benzothiophen-3-yl)acetate). Reaction SMILES: S(O)(C)(=O)=O.[Cl:6][C:7]1[CH:8]=[C:9]([S:15][CH2:16][C:17](=O)[CH2:18][C:19]([O:21][CH3:22])=[O:20])[CH:10]=[C:11]([O:13][CH3:14])[CH:12]=1>>[Cl:6][C:7]1[C:8]2[C:17]([CH2:18][C:19]([O:21][CH3:22])=[O:20])=[CH:16][S:15][C:9]=2[CH:10]=[C:11]([O:13][CH3:14])[CH:12]=1. Procedure details: To MsOH (5 mL) was added methyl 4-((3-chloro-5-methoxyphenyl)sulfanyl)-3-oxobutanoate (1.41 g) at 0° C. The mixture was stirred at the same temperature for 15 min. The mixture was poured into ice water and extracted with EtOAc. The organic layer was separated, washed successively with 0.1N NaOH and brine, dried over MgSO4 and concentrated in vacuo. The residue was subjected to silica gel column chromatography (EtOAc/hexane) to give methyl (4-chloro-6-methoxy-1-benzothiophen-3-yl)acetate as a cru... Reactants: CCOC1CCC(=O)N1, CN([SiH](C)C)[Si](C)(C)C. Yields the product CCOC1CCC(=O)N1[Si](C)(C)C. As a reaction SMILES: [CH2:1]([CH3:2])[O:3][CH:4]1[CH2:5][CH2:6][C:7](=[O:9])[NH:8]1.[CH3:10][SiH:11]([CH3:12])[N:17]([Si:13]([CH3:14])([CH3:15])[CH3:16])[CH3:18]>>[CH2:1]([CH3:2])[O:3][CH:4]1[CH2:5][CH2:6][C:7](=[O:9])[N:8]1[Si:13]([CH3:14])([CH3:15])[CH3:16].